Dataset: the Open Reaction Database (ORD), a public repository of structured organic reaction records. Task: describe an organic reaction: reactants, conditions, products, and yield The reactants are COC(=O)C(C)Oc1ccc(OC(C)=O)cc1, CO, Cl. Product: COC(=O)C(C)Oc1ccc(O)cc1. As a reaction SMILES: [C:1](=[O:2])([CH3:3])[O:4][c:5]1[cH:6][cH:7][c:8]([O:9][CH:10]([C:11](=[O:12])[O:13][CH3:14])[CH3:15])[cH:16][cH:17]1.[CH3:19][OH:20].[ClH:18]>>[OH:4][c:5]1[cH:6][cH:7][c:8]([O:9][CH:10]([C:11](=[O:12])[O:13][CH3:14])[CH3:15])[cH:16][cH:17]1.